From a dataset of the Open Reaction Database (ORD), a public repository of structured organic reaction records. describe an organic reaction: reactants, conditions, products, and yield The reactants are C1(CCCCC1)CCCCNC(=O)C=1N=C(OC1)C1=CC=C(C=C1)\C(=C/CCCCC(=O)O)\C=1C=NC=CC1 ((E)-7-[4-[4-[[(4 -Cyclohexylbutyl)amino]carbonyl]-2-oxazolyl]phenyl]-7-(3-pyridyl)hept-6-enoic Acid), N1=C(C=CC=C1)C(=O)C1=NC=CC=C1 (pyridyl ketone), [Br-].C(=O)(O)CCCCC[P+](C1=CC=CC=C1)(C1=CC=CC=C1)C1=CC=CC=C1 ((5-carboxy-pentyl)triphenylphosphonium bromide), CC(C)(C)[O-].[K+] (t-BuOK). The yield is 90.0%. Product: ( E )-, C(\C=C\CCCC)(=O)O ((E)-heptenoic acid). Solvent: CO (MeOH), C1CCOC1 (THF). Reaction SMILES: C1(CCCCNC(C2N=C(C3C=CC(/[C:25](/C4C=NC=CC=4)=[CH:26]\[CH2:27][CH2:28][CH2:29][CH2:30][C:31]([OH:33])=[O:32])=CC=3)OC=2)=O)CCCCC1.N1C=CC=CC=1C(C1C=CC=CN=1)=O.[Br-].C(CCCCC[P+](C1C=CC=CC=1)(C1C=CC=CC=1)C1C=CC=CC=1)(O)=O.CC([O-])(C)C.[K+]>C1COCC1.CO>[C:31]([OH:33])(=[O:32])/[CH:30]=[CH:29]/[CH2:28][CH2:27][CH2:26][CH3:25] |f:2.3,4.5|. Procedure details: (Alternative preparation of Example 2)-G: (E)-7-[4-[4-[[(4 -Cyclohexylbutyl)amino]carbonyl]-2-oxazolyl]phenyl]-7-(3-pyridyl)hept-6-enoic Acid: Prepared as above from 0.952 g (2.2 mmol) of the pyridyl ketone, 2.00 g (4.4 mmol) of (5-carboxy-pentyl)triphenylphosphonium bromide, and 8.8 mL (8.8 mmol) of 1.0 M t-BuOK in 6.0 mL of THF at 0° C. for 2 h. Preparative HPLC with MeOH--AcOH--CH2Cl2 (2:1:97) furnished total amount of 1.06 g (90%) of the (E)- and (Z)-product (E/Z=8.7:1) from which 941.8 mg o... Starting materials: ClCCl, CCCCn1c(CCC)ccc1Cc1cccc(N)c1, CO, [Na+], [Na+], N#CO[Na], O=C([O-])[O-], O=C(O)C(F)(F)F. Product: CCCCn1c(CCC)ccc1Cc1cccc(NC(N)=O)c1. As a reaction SMILES: [CH2:38]([Cl:39])[Cl:40].[CH2:8]([CH2:9][CH2:10][CH3:11])[n:12]1[c:13]([CH2:20][c:21]2[cH:22][c:23]([NH2:27])[cH:24][cH:25][cH:26]2)[cH:14][cH:15][c:16]1[CH2:17][CH2:18][CH3:19].[CH3:41][OH:42].[Na+:32].[Na+:33].[Na:28][O:29][C:30]#[N:31].[O-:34][C:35](=[O:36])[O-:37].[OH:1][C:2]([C:3]([F:4])([F:5])[F:6])=[O:7]>>[CH2:8]([CH2:9][CH2:10][CH3:11])[n:12]1[c:13]([CH2:20][c:21]2[cH:22][c:23]([NH:27][C:30](=[O:29])[NH2:31])[cH:24][cH:25][cH:26]2)[cH:14][cH:15][c:16]1[CH2:17][CH2:18][CH3:19]. Starting materials: [N+](=O)(O)[O-] (nitric acid), FC1=CC(=C(N)C=C1)C (4-fluoro-2-methylaniline). The solvent is S(O)(O)(=O)=O (sulfuric acid), S(O)(O)(=O)=O (sulfuric acid). Run at temperature -10 celsius, time 3 hour. The product is NC1=C(C=C(C(=C1)[N+](=O)[O-])F)C (2-amino-5-fluoro-4-nitrotoluene). Reaction SMILES: [F:1][C:2]1[CH:8]=[CH:7][C:5]([NH2:6])=[C:4]([CH3:9])[CH:3]=1.[N+:10]([O-])([OH:12])=[O:11]>S(=O)(=O)(O)O>[NH2:6][C:5]1[CH:7]=[C:8]([N+:10]([O-:12])=[O:11])[C:2]([F:1])=[CH:3][C:4]=1[CH3:9]. Procedure details: 1.3 g (10 mmol) of 4-fluoro-2-methylaniline were introduced into 10 ml of concentrated sulfuric acid and cooled to -10° C. A cold solution of 0.4 ml (10 mmol) of fuming nitric acid in 2 ml of concentrated sulfuric acid was added slowly dropwise. The resulting mixture was stirred for 3 hours at 0° C. and subsequently poured into ice. The precipitated product was filtered with suction and washed. 0.85 g (50% of the theoretical yield) of product was obtained. The yellow crystalline product had a me... Reactants: [Br-], [K+], O=N[O-], CCCCC(N)C(=O)O, [Na+], O=S(=O)(O)O. Product: CCCCC(Br)C(=O)O. As a reaction SMILES: [Br-:2].[K+:1].[N:12]([O-:13])=[O:14].[NH2:3][CH:4]([CH2:5][CH2:6][CH2:7][CH3:8])[C:9](=[O:10])[OH:11].[Na+:15].[S:16](=[O:17])(=[O:18])([OH:19])[OH:20]>>[Br:2][CH:4]([CH2:5][CH2:6][CH2:7][CH3:8])[C:9](=[O:10])[OH:11]. Reactants: C(=O)(OCC1C2=CC=CC=C2C2=CC=CC=C12)N[C@@H](CC1=CNC=N1)C(=O)O (Fmoc-L-histidine), ClC=1C=C(C(=O)Cl)C=CC1Cl (3,4-dichlorobenzoyl chloride), C(=O)(OCC1C2=CC=CC=C2C2=CC=CC=C12)N[C@@H](CC(C)C)C(=O)O (Fmoc-L-leucine), S1C(=CC=C1)C=O (thiophene-2-carboxaldehyde). Product: O1C(=CC=C1)C1C(CC(N1C(=O)C1=C(C=CC=C1)C)(C(=O)O)CC=1N=CNC1)C(=O)O (5-Furan-2-yl-2-(1H-imidazol-4-ylmethyl)-1-(1-o-tolyl-methanoyl)-pyrrolidine-2,4-dicarboxylic acid). As a reaction SMILES: [C:1]([NH:18][C@H:19]([C:26]([OH:28])=[O:27])[CH2:20][C:21]1[N:25]=[CH:24][NH:23][CH:22]=1)([O:3]CC1C2C(=CC=CC=2)C2C1=CC=CC=2)=O.C(N[C@H:47]([C:52]([OH:54])=[O:53])[CH2:48]C(C)C)(OCC1C2C(=CC=CC=2)C2C1=CC=CC=2)=O.S1[CH:59]=[CH:58][CH:57]=[C:56]1[CH:60]=[O:61].Cl[C:63]1[CH:64]=[C:65]([CH:69]=[CH:70][C:71]=1Cl)[C:66](Cl)=O>>[O:61]1[CH:60]=[CH:56][CH:57]=[C:58]1[CH:59]1[N:18]([C:1]([C:69]2[CH:70]=[CH:71][CH:63]=[CH:64][C:65]=2[CH3:66])=[O:3])[C:19]([CH2:20][C:21]2[N:25]=[CH:24][NH:23][CH:22]=2)([C:26]([OH:28])=[O:27])[CH2:48][CH:47]1[C:52]([OH:54])=[O:53]. Procedure details: Following the procedure of Example 28(a)-28(d), except beginning with Wang bound Fmoc-L-histidine (Trt) instead of Wang bound Fmoc-L-leucine, and substituting furan-2-carboxaldehyde for thiophene-2-carboxaldehyde, and substituting o-toluoyl chloride for 3,4-dichlorobenzoyl chloride, the title compound was prepared as a solid. MS [M+H]+424.4 Starting materials: ClC=1C=C(C=CC1C(C(C(F)(F)F)(O)C1=CC(=NC=C1)Cl)C)OS(=O)(=O)C(F)(F)F (Trifluoromethanesulfonic acid 3-chloro-4-[2-(2-chloro-pyridin-4-yl)-3,3,3-trifluoro-2-hydroxy-1-methyl-propyl]-phenyl ester), COC(=O)C1=CC=C(C=C1)B(O)O ((4-methoxycarbonylphenyl)boronic acid), 1,1,bis(diphenylphosphino)-ferrocenpalladium(II)dichloromethane, O (water), C(=O)([O-])[O-].[Na+].[Na+] (Na2CO3). The solvent is C(C)(=O)OCC (ethyl acetate), O1CCOCC1 (dioxane). Reaction conditions: temperature 70 celsius, time 19 hour. Product: COC(=O)C1=CC=C(C=C1)C1=CC(=C(C=C1)C(C(C(F)(F)F)(O)C1=CC(=NC=C1)Cl)C)Cl (3′-Chloro-4′-[2-(2-chloro-pyridin-4-yl)-3,3,3-trifluoro-2-hydroxy-1-methyl-propyl]-biphenyl-4-carboxylic acid methyl ester). Isolated yield 64.0%. Reaction SMILES: [Cl:1][C:2]1[CH:3]=[C:4](OS(C(F)(F)F)(=O)=O)[CH:5]=[CH:6][C:7]=1[CH:8]([CH3:22])[C:9]([C:15]1[CH:20]=[CH:19][N:18]=[C:17]([Cl:21])[CH:16]=1)([OH:14])[C:10]([F:13])([F:12])[F:11].[CH3:31][O:32][C:33]([C:35]1[CH:40]=[CH:39][C:38](B(O)O)=[CH:37][CH:36]=1)=[O:34].O.C([O-])([O-])=O.[Na+].[Na+]>O1CCOCC1.C(OCC)(=O)C>[CH3:31][O:32][C:33]([C:35]1[CH:40]=[CH:39][C:38]([C:4]2[CH:5]=[CH:6][C:7]([CH:8]([CH3:22])[C:9]([C:15]3[CH:20]=[CH:19][N:18]=[C:17]([Cl:21])[CH:16]=3)([OH:14])[C:10]([F:11])([F:12])[F:13])=[C:2]([Cl:1])[CH:3]=2)=[CH:37][CH:36]=1)=[O:34] |f:3.4.5|. Procedure: Trifluoromethanesulfonic acid 3-chloro-4-[2-(2-chloro-pyridin-4-yl)-3,3,3-trifluoro-2-hydroxy-1-methyl-propyl]-phenyl ester (Example 26, Step 1, 92 mg, 0.2 mmol), (4-methoxycarbonylphenyl)boronic acid (42 mg, 0.3 mmol) and 1,1,bis(diphenylphosphino)-ferrocenpalladium(II)dichloromethane (8 mg, 0.01 mmol) in dioxane (0.6 ml) was treated with water (0.44 ml) and 2N—Na2CO3 (0.3 ml, 0.6 mmol) and stirred at 70° C. under argon for 19 h. The reaction mixture was cooled down to r.t., diluted with ethyl ... Reactants: ClC1=NC2=CC=CC=C2C=C1CSC1=NC(=CC(=N1)O)C (2-{[(2-chloroquinolin-3-yl)methyl]sulfanyl}-6-methylpyrimidin-4-ol), N1CCCCC1 (piperidine), O (Water). Run in CS(=O)C (DMSO). Conditions: temperature 90 celsius. The product is CC1=CC(=NC(=N1)SCC=1C(=NC2=CC=CC=C2C1)N1CCCCC1)O (6-methyl-2-({[2-(piperidin-1-yl)quinolin-3-yl]methyl}sulfanyl)pyrimidin-4-ol). Isolated yield 60.8%. Reaction SMILES: Cl[C:2]1[C:11]([CH2:12][S:13][C:14]2[N:19]=[C:18]([OH:20])[CH:17]=[C:16]([CH3:21])[N:15]=2)=[CH:10][C:9]2[C:4](=[CH:5][CH:6]=[CH:7][CH:8]=2)[N:3]=1.[NH:22]1[CH2:27][CH2:26][CH2:25][CH2:24][CH2:23]1.O>CS(C)=O>[CH3:21][C:16]1[N:15]=[C:14]([S:13][CH2:12][C:11]2[C:2]([N:22]3[CH2:27][CH2:26][CH2:25][CH2:24][CH2:23]3)=[N:3][C:4]3[C:9]([CH:10]=2)=[CH:8][CH:7]=[CH:6][CH:5]=3)[N:19]=[C:18]([OH:20])[CH:17]=1. Procedure: A mixture of 2-{[(2-chloroquinolin-3-yl)methyl]sulfanyl}-6-methylpyrimidin-4-ol (0.5 g, 1.57 mmol) and piperidine (1.33 g, 15.7 mmol) in DMSO was heated overnight at 90° C. Water was then added, and the product was extracted in dichloromethane and back washed with water. The organic layer was separated, dried, and evaporated to provide the titled product as a beige solid (0.35 g, 61% yield); 1H NMR (400 MHz, DMSO-d6): δ 2.09 (s, 3H), 2.31 (s, 3H), 4.95 (s, 2H), 6.04 (bs, 1H), 7.87 (t, J=7.8, 15.... Starting materials: COC(=O)c1cc(C)cn1C, ClCCCl, [Na+], [Na+], O=C([O-])[O-], O=P(Cl)(Cl)Cl. Yields the product COC(=O)c1cc(C)c(C=O)n1C. RXN SMILES: [CH3:1][n:2]1[c:3]([C:8](=[O:9])[O:10][CH3:11])[cH:4][c:5]([CH3:7])[cH:6]1.[Cl:23][CH2:24][CH2:25][Cl:26].[Na+:17].[Na+:18].[O-:19][C:20](=[O:21])[O-:22].[P:12]([Cl:13])([Cl:14])([Cl:15])=[O:16]>>[CH3:1][n:2]1[c:3]([C:8](=[O:9])[O:10][CH3:11])[cH:4][c:5]([CH3:7])[c:6]1[CH:20]=[O:19]. Reactants: CC(C)(C)C(=O)Cl, CCC(C)(C)OO, CCCCCCCCCC(C)C, Cl, [K+], [Na+], [OH-], [OH-], O. The product is CCC(C)(C)OOC(=O)C(C)(C)C. RXN SMILES: [C:12]([C:13]([CH3:14])([CH3:15])[CH3:16])(=[O:17])[Cl:18].[C:1]([CH3:2])([CH3:3])([CH2:4][CH3:5])[O:6][OH:7].[CH3:20][CH2:21][CH2:22][CH2:23][CH2:24][CH2:25][CH2:26][CH2:27][CH2:28][CH:29]([CH3:30])[CH3:31].[ClH:19].[K+:9].[Na+:11].[OH-:10].[OH-:8].[OH2:32]>>[C:1]([CH3:2])([CH3:3])([CH2:4][CH3:5])[O:6][O:7][C:12]([C:13]([CH3:14])([CH3:15])[CH3:16])=[O:17].